From a dataset of the Open Reaction Database (ORD), a public repository of structured organic reaction records. describe an organic reaction: reactants, conditions, products, and yield The reactants are CC(=O)[O-], CC(=O)[O-], COc1ccc(B(O)O)cc1C, ClCCl, [Cu+2], c1ccc(COc2cccc3[nH]ncc23)cc1, c1ccncc1. The product is COc1ccc(-n2ncc3c(OCc4ccccc4)cccc32)cc1C. Reaction SMILES: [C:39]([O-:40])(=[O:41])[CH3:42].[C:44]([O-:45])(=[O:46])[CH3:47].[CH3:18][c:19]1[cH:20][c:21]([B:27]([OH:28])[OH:29])[cH:22][cH:23][c:24]1[O:25][CH3:26].[Cl:36][CH2:37][Cl:38].[Cu+2:43].[c:1]1([CH2:7][O:8][c:9]2[c:10]3[cH:11][n:12][nH:13][c:14]3[cH:15][cH:16][cH:17]2)[cH:2][cH:3][cH:4][cH:5][cH:6]1.[cH:30]1[cH:31][cH:32][n:33][cH:34][cH:35]1>>[c:1]1([CH2:7][O:8][c:9]2[c:10]3[cH:11][n:12][n:13](-[c:21]4[cH:20][c:19]([CH3:18])[c:24]([O:25][CH3:26])[cH:23][cH:22]4)[c:14]3[cH:15][cH:16][cH:17]2)[cH:2][cH:3][cH:4][cH:5][cH:6]1.